Dataset: the Open Reaction Database (ORD), a public repository of structured organic reaction records. Task: describe an organic reaction: reactants, conditions, products, and yield Product: NC1=CC2=C(NC(=N2)CC2=CC=CC=C2)C=C1 (5-Amino-2-benzyl-1H-benzimidazole). Reaction SMILES: [N+:1]([C:4]1[CH:19]=[CH:18][C:7]2[N:8]=[C:9]([CH2:11][C:12]3[CH:17]=[CH:16][CH:15]=[CH:14][CH:13]=3)[NH:10][C:6]=2[CH:5]=1)([O-])=O.NC1C=C2C(=CC=1)N(CC1C=CC=CC=1)C=C2>>[NH2:1][C:4]1[CH:19]=[CH:18][C:7]2[NH:8][C:9]([CH2:11][C:12]3[CH:17]=[CH:16][CH:15]=[CH:14][CH:13]=3)=[N:10][C:6]=2[CH:5]=1. Procedure details: The title compound was prepared from 5-nitro-2-benzylbenzimidazole by an analogous reduction method to that described above for 5-amino-1benzyl-1H-indole; m/z (M+1)+224. Also note the published method (J. Het. Chem., 23, 1109-13, (1986)). Reactants: [N+](=O)([O-])C1=CC2=C(N=C(N2)CC2=CC=CC=C2)C=C1 (5-nitro-2-benzylbenzimidazole), NC=1C=C2C=CN(C2=CC1)CC1=CC=CC=C1 (5-amino-1benzyl-1H-indole). Starting materials: [OH-].[Li+] (lithium hydroxide), [N+](=O)([O-])C1=CC=C(C(=O)OC([C@H](C)NC(=O)OC(C)(C)C)C(C)C)C=C1 ((2S)-2-((tert-butoxycarbonyl)amino)-4-methylpentan-3-yl 4-nitrobenzoate). The solvent is CO (MeOH). Reaction conditions: time 1 hour. The product is OC([C@H](C)NC(OC(C)(C)C)=O)C(C)C (tert-butyl ((2S)-3-hydroxy-4-methylpentan-2-yl)carbamate). Yield: 89.4%. Reaction SMILES: [OH-].[Li+].[N+](C1C=CC(C([O:12][CH:13]([CH:24]([CH3:26])[CH3:25])[C@@H:14]([NH:16][C:17]([O:19][C:20]([CH3:23])([CH3:22])[CH3:21])=[O:18])[CH3:15])=O)=CC=1)([O-])=O>CO>[OH:12][CH:13]([CH:24]([CH3:26])[CH3:25])[C@@H:14]([NH:16][C:17](=[O:18])[O:19][C:20]([CH3:22])([CH3:21])[CH3:23])[CH3:15] |f:0.1|. Procedure details: A 1M lithium hydroxide aqueous solution (30 ml) was added to an MeOH (10 ml) solution containing (2S)-2-((tert-butoxycarbonyl)amino)-4-methylpentan-3-yl 4-nitrobenzoate (10 g) obtained in the 3rd step, followed by stirring at room temperature for 1 hour. The solvent was distilled away under reduced pressure, followed by extraction with ethyl acetate. The organic layers were washed with a saturated sodium hydrogen carbonate aqueous solution and saturated saline and dried over anhydrous sodium sul... The reactants are Fc1cccc(F)c1CBr, CN(C)C=O, N#CCc1ccc(O)cc1. Yields the product N#CCc1ccc(OCc2c(F)cccc2F)cc1. As a reaction SMILES: [F:11][c:12]1[c:13]([CH2:14][Br:15])[c:16]([F:20])[cH:17][cH:18][cH:19]1.[O:21]=[CH:22][N:23]([CH3:24])[CH3:25].[OH:1][c:2]1[cH:3][cH:4][c:5]([CH2:8][C:9]#[N:10])[cH:6][cH:7]1>>[O:1]([c:2]1[cH:3][cH:4][c:5]([CH2:8][C:9]#[N:10])[cH:6][cH:7]1)[CH2:14][c:13]1[c:12]([F:11])[cH:19][cH:18][cH:17][c:16]1[F:20]. Reactants: [N+](=O)([O-])C=1C=C(OC2=CC=C(C=C2)C(C(F)(F)F)(C(F)(F)F)C2=CC=C(C=C2)OC2=CC(=CC=C2)[N+](=O)[O-])C=CC1 (2,2-bis[4-(3-nitrophenoxy)phenyl]-1,1,1,3,3,3-hexafluoropropane), ferric chloride hexahydrate, glass, O.NN (hydrazine hydrate). Run in CC(C)O (IPA). Reaction conditions: temperature 22.5 celsius. Product: NC=1C=C(OC2=CC=C(C=C2)C(C(F)(F)F)(C(F)(F)F)C2=CC=C(C=C2)OC2=CC(=CC=C2)N)C=CC1 (2,2-bis[4-(3-aminophenoxy)phenyl]-1,1,1,3,3,3-hexafluoropropane). Isolated yield 75.0%. RXN SMILES: [N+:1]([C:4]1[CH:5]=[C:6]([CH:39]=[CH:40][CH:41]=1)[O:7][C:8]1[CH:13]=[CH:12][C:11]([C:14]([C:23]2[CH:28]=[CH:27][C:26]([O:29][C:30]3[CH:35]=[CH:34][CH:33]=[C:32]([N+:36]([O-])=O)[CH:31]=3)=[CH:25][CH:24]=2)([C:19]([F:22])([F:21])[F:20])[C:15]([F:18])([F:17])[F:16])=[CH:10][CH:9]=1)([O-])=O.O.NN>CC(O)C>[NH2:1][C:4]1[CH:5]=[C:6]([CH:39]=[CH:40][CH:41]=1)[O:7][C:8]1[CH:13]=[CH:12][C:11]([C:14]([C:23]2[CH:28]=[CH:27][C:26]([O:29][C:30]3[CH:35]=[CH:34][CH:33]=[C:32]([NH2:36])[CH:31]=3)=[CH:25][CH:24]=2)([C:19]([F:20])([F:21])[F:22])[C:15]([F:18])([F:17])[F:16])=[CH:10][CH:9]=1 |f:1.2|. Reported procedure: In the next step, a 300 ml glass reaction vessel was charged with 20 grams (0.035 mol) of crude 2,2-bis[4-(3-nitrophenoxy)phenyl]-1,1,1,3,3,3-hexafluoropropane, 2 grams of active carbon, 0.2 gram of ferric chloride hexahydrate and 100 ml of IPA. The mixture was refluxed for 30 minutes with stirring and 7 grams (0.14 mol) of hydrazine hydrate was dropwise added at 60-70° C. during 2 hours, and refluxed for further 5 hours with stirring. The resultant reaction mixture was cooled, filtered to remov...